This data is from the Open Reaction Database (ORD), a public repository of structured organic reaction records. The task is: describe an organic reaction: reactants, conditions, products, and yield The reactants are NC1=CC=C(OCCOC2=C3C(C=C(OC3=CC=C2)C(=O)OCC)=O)C=C1 (ethyl 5-[2-(4-aminophenoxy)ethoxy]chromone-2-carboxylate), C([O-])([O-])=O.[Na+].[Na+] (sodium carbonate), resultant mixture. The solvent is C(C)O (ethanol). The product is NC1=CC=C(OCCOC2=C3C(C=C(OC3=CC=C2)C(=O)[O-])=O)C=C1.[Na+] (sodium 5-[2-(4-aminophenoxy)ethoxy]chromone-2-carboxylate). Yield: 204.2%. RXN SMILES: [NH2:1][C:2]1[CH:27]=[CH:26][C:5]([O:6][CH2:7][CH2:8][O:9][C:10]2[CH:19]=[CH:18][CH:17]=[C:16]3[C:11]=2[C:12](=[O:25])[CH:13]=[C:14]([C:20]([O:22]CC)=[O:21])[O:15]3)=[CH:4][CH:3]=1.C(=O)([O-])[O-].[Na+:32].[Na+]>C(O)C>[NH2:1][C:2]1[CH:3]=[CH:4][C:5]([O:6][CH2:7][CH2:8][O:9][C:10]2[CH:19]=[CH:18][CH:17]=[C:16]3[C:11]=2[C:12](=[O:25])[CH:13]=[C:14]([C:20]([O-:22])=[O:21])[O:15]3)=[CH:26][CH:27]=1.[Na+:32] |f:1.2.3,5.6|. Procedure: A solution of ethyl 5-[2-(4-aminophenoxy)ethoxy]chromone-2-carboxylate (3.4g.) in 95% ethanol (250ml.) was boiled, to which was added at once an aqueous solution (20ml.) of sodium carbonate (0.5g.) under heating. The resultant mixture was refluxed for 2 hours. After cooling, the ethanol was evaporated under reduced pressure. The residue was recrystallized from 80% aqueous ethanol to give brown scaly crystals (3.5g.) of sodium 5-[2-(4-aminophenoxy)ethoxy]chromone-2-carboxylate. As a reaction SMILES: [Cl:1][C:2]1[CH:3]=[C:4]2[C:9](=[CH:10][C:11]=1[Cl:12])[NH:8][C:7](=[O:13])[CH:6]=[N:5]2.I[CH2:15][C:16]([O:18][CH2:19][CH3:20])=[O:17]>C(O)C>[Cl:1][C:2]1[CH:3]=[C:4]2[C:9](=[CH:10][C:11]=1[Cl:12])[N:8]([CH2:15][C:16]([O:18][CH2:19][CH3:20])=[O:17])[C:7](=[O:13])[CH:6]=[N:5]2. Run in C(C)O (ethanol). Product: ClC=1C=C2N=CC(N(C2=CC1Cl)CC(=O)OCC)=O (6,7-dichloro-1-ethoxycarbonylmethylquinoxalin-2(1H)-one). Yield: 85.0%. The reactants are Na, ClC=1C=C2N=CC(NC2=CC1Cl)=O (6,7-dichloroquinoxalin-2(1H)-one), ICC(=O)OCC (ethyl iodoacetate). Procedure: Under a nitrogen atmosphere Na (0.25 g, 11 mmol) was dissolved in 100 ml of abs. ethanol and 6,7-dichloroquinoxalin-2(1H)-one (2.15 g, 10 mmol) (Liebigs Ann. Chem., (1982), 754) was added. The mixture was refluxed for 30 min., cooled to room temperature, and ethyl iodoacetate (1.43 ml, 12 mmol) was added. The clear reaction mixture was refluxed for 2 h during which time a precipitate was formed. This was filtered off, washed with abs. ethanol and dried to afford 2.56 g (85%) of 6,7-dichloro-1-et... Reaction SMILES: [C:1]([CH3:2])([CH3:3])([CH3:4])[O:5][C:6](=[O:7])[CH2:8][NH:9][CH2:10][CH2:11][CH2:12][CH2:13][OH:14].[CH2:62]1[O:63][CH2:64][CH2:65][CH2:66]1.[CH3:15][O:16][C:17]([c:18]1[c:19]([OH:27])[c:20]([Cl:26])[c:21]([OH:25])[c:22]([Cl:24])[cH:23]1)=[O:28].[O:48]=[C:49]([O:50][CH:51]([CH3:52])[CH3:53])[N:54]=[N:55][C:56]([O:57][CH:58]([CH3:59])[CH3:60])=[O:61].[c:29]1([P:30]([c:31]2[cH:32][cH:33][cH:34][cH:35][cH:36]2)[c:37]2[cH:38][cH:39][cH:40][cH:41][cH:42]2)[cH:43][cH:44][cH:45][cH:46][cH:47]1>>[C:1]([CH3:2])([CH3:3])([CH3:4])[O:5][C:6](=[O:7])[CH2:8][NH:9][CH2:10][CH2:11][CH2:12][CH2:13][O:14][c:21]1[c:20]([Cl:26])[c:19]([OH:27])[c:18]([C:17]([O:16][CH3:15])=[O:28])[cH:23][c:22]1[Cl:24]. Reactants: CC(C)(C)OC(=O)CNCCCCO, C1CCOC1, COC(=O)c1cc(Cl)c(O)c(Cl)c1O, CC(C)OC(=O)N=NC(=O)OC(C)C, c1ccc(P(c2ccccc2)c2ccccc2)cc1. Product: COC(=O)c1cc(Cl)c(OCCCCNCC(=O)OC(C)(C)C)c(Cl)c1O. Reactants: CC(=O)OC1OC2(COCc3ccccc3)COC1C2OCc1ccccc1, O=C(Nc1ncnc2nc[nH]c12)c1ccccc1, CC#N, C[Si](C)(C)OS(=O)(=O)C(F)(F)F. Product: O=C(Nc1ncnc2c1ncn2C1OC2(COCc3ccccc3)COC1C2OCc1ccccc1)c1ccccc1. Reaction SMILES: [C:1]([O:2][CH:5]1[O:6][C:7]2([CH2:20][O:21][CH2:22][c:23]3[cH:24][cH:25][cH:26][cH:27][cH:28]3)[CH2:8][O:9][CH:10]1[CH:11]2[O:12][CH2:13][c:14]1[cH:15][cH:16][cH:17][cH:18][cH:19]1)(=[O:3])[CH3:4].[C:29]([c:30]1[cH:31][cH:32][cH:33][cH:34][cH:35]1)(=[O:36])[NH:37][c:38]1[c:39]2[nH:40][cH:41][n:42][c:43]2[n:44][cH:45][n:46]1.[CH3:59][C:60]#[N:61].[S:47]([O:48][Si:49]([CH3:50])([CH3:51])[CH3:52])([C:53]([F:54])([F:55])[F:56])(=[O:57])=[O:58]>>[CH:5]1([n:42]2[cH:41][n:40][c:39]3[c:38]([NH:37][C:29]([c:30]4[cH:31][cH:32][cH:33][cH:34][cH:35]4)=[O:36])[n:46][cH:45][n:44][c:43]32)[O:6][C:7]2([CH2:20][O:21][CH2:22][c:23]3[cH:24][cH:25][cH:26][cH:27][cH:28]3)[CH2:8][O:9][CH:10]1[CH:11]2[O:12][CH2:13][c:14]1[cH:15][cH:16][cH:17][cH:18][cH:19]1. Reactants: Cc1ccccc1, OB(O)C1CC1, C1CCC(P(C2CCCCC2)C2CCCCC2)CC1, COc1cn(-c2ccc(OS(=O)(=O)C(F)(F)F)cc2F)nc(-c2ccnn2-c2ccccc2)c1=O, [K+], [K+], [K+], [Na+], O=C([O-])O, CC(=O)[O-], CC(=O)[O-], O, O=P([O-])([O-])[O-], [Pd+2]. Yields the product COc1cn(-c2ccc(C3CC3)cc2F)nc(-c2ccnn2-c2ccccc2)c1=O. As a reaction SMILES: [CH3:69][c:70]1[cH:71][cH:72][cH:73][cH:74][cH:75]1.[CH:36]1([B:39]([OH:40])[OH:41])[CH2:37][CH2:38]1.[CH:50]1([P:51]([CH:52]2[CH2:53][CH2:54][CH2:55][CH2:56][CH2:57]2)[CH:58]2[CH2:59][CH2:60][CH2:61][CH2:62][CH2:63]2)[CH2:64][CH2:65][CH2:66][CH2:67][CH2:68]1.[F:1][C:2]([F:3])([F:4])[S:5]([O:6][c:7]1[cH:8][c:9]([F:33])[c:10](-[n:13]2[n:14][c:15](-[c:22]3[cH:23][cH:24][n:25][n:26]3-[c:27]3[cH:28][cH:29][cH:30][cH:31][cH:32]3)[c:16](=[O:21])[c:17]([O:19][CH3:20])[cH:18]2)[cH:11][cH:12]1)(=[O:34])=[O:35].[K+:47].[K+:48].[K+:49].[Na+:81].[O-:77][C:78]([OH:79])=[O:80].[O-:83][C:84]([CH3:85])=[O:86].[O-:87][C:88]([CH3:89])=[O:90].[OH2:76].[P:42]([O-:43])([O-:44])([O-:45])=[O:46].[Pd+2:82]>>[c:7]1([CH:36]2[CH2:37][CH2:38]2)[cH:8][c:9]([F:33])[c:10](-[n:13]2[n:14][c:15](-[c:22]3[cH:23][cH:24][n:25][n:26]3-[c:27]3[cH:28][cH:29][cH:30][cH:31][cH:32]3)[c:16](=[O:21])[c:17]([O:19][CH3:20])[cH:18]2)[cH:11][cH:12]1. Starting materials: NCC1=NOC(=N1)C=1N=CN2C1[C@H]1N(C(C3=C2C=CC=C3Cl)=O)CCC1 ((S)-1-(3-aminomethyl-1,2,4-oxadiazol-5-yl)-8-chloro-11,12,13,13a-tetrahydro-9H-imidazo[1,5-a]pyrrolo[2,1-c][1,4]benzodiazepin-9-one), C(C)N(C(C)C)C(C)C (N-ethyldiisopropylamine), C(C=C)Br (allyl bromide). The solvent is CN(C=O)C (N,N-dimethylformamide). The product is C(C=C)N(CC=C)CC1=NOC(=N1)C=1N=CN2C1[C@H]1N(C(C3=C2C=CC=C3Cl)=O)CCC1 ((S)-1-(3-diallylaminomethyl-1,2,4-oxadiazol-5-yl)-8-chloro-11,12,13,13a-tetrahydro-9H-imidazo[1,5-a]pyrrolo[2,1-c][1,4]benzodiazepin-9-one). Yield: 74.5%. RXN SMILES: [NH2:1][CH2:2][C:3]1[N:7]=[C:6]([C:8]2[N:9]=[CH:10][N:11]3[C:17]4[CH:18]=[CH:19][CH:20]=[C:21]([Cl:22])[C:16]=4[C:15](=[O:23])[N:14]4[CH2:24][CH2:25][CH2:26][C@H:13]4[C:12]=23)[O:5][N:4]=1.C(N(C(C)C)[CH:30]([CH3:32])[CH3:31])C.[CH2:36](Br)[CH:37]=[CH2:38]>CN(C)C=O>[CH2:32]([N:1]([CH2:2][C:3]1[N:7]=[C:6]([C:8]2[N:9]=[CH:10][N:11]3[C:17]4[CH:18]=[CH:19][CH:20]=[C:21]([Cl:22])[C:16]=4[C:15](=[O:23])[N:14]4[CH2:24][CH2:25][CH2:26][C@H:13]4[C:12]=23)[O:5][N:4]=1)[CH2:38][CH:37]=[CH2:36])[CH:30]=[CH2:31]. Reported procedure: 2 g (5.95 mmol) of (S)-1-(3-aminomethyl-1,2,4-oxadiazol-5-yl)-8-chloro-11,12,13,13a-tetrahydro-9H-imidazo[1,5-a]pyrrolo[2,1-c][1,4]benzodiazepin-9-one, 30 ml of N,N-dimethylformamide, 3.1 ml (17.8 mmol) of N-ethyldiisopropylamine and 1.1 ml (13.1 mmol) of allyl bromide were stirred at room temperature for 1.5 hours. The reaction solution was chromatographed on 250 g of silica gel while eluting with methylene chloride/ethyl acetate 7/3. There were obtained 2 g (81%) of (S)-1-(3-diallylaminomethyl...